describe an organic reaction: reactants, conditions, products, and yield From a dataset of the Open Reaction Database (ORD), a public repository of structured organic reaction records. The reactants are CC[SiH](CC)CC, CC#N, COC(c1ccc(CNc2ccc(Cl)cc2)nc1)c1c[nH]c2ncccc12, O, O=C(O)C(F)(F)F. The product is Clc1ccc(NCc2ccc(Cc3c[nH]c4ncccc34)cn2)cc1. Reaction SMILES: [CH2:35]([SiH:36]([CH2:37][CH3:38])[CH2:39][CH3:40])[CH3:41].[CH3:43][C:44]#[N:45].[Cl:1][c:2]1[cH:3][cH:4][c:5]([NH:8][CH2:9][c:10]2[n:11][cH:12][c:13]([CH:16]([c:17]3[cH:18][nH:19][c:20]4[n:21][cH:22][cH:23][cH:24][c:25]34)[O:26][CH3:27])[cH:14][cH:15]2)[cH:6][cH:7]1.[OH2:42].[OH:28][C:29]([C:30]([F:31])([F:32])[F:33])=[O:34]>>[Cl:1][c:2]1[cH:3][cH:4][c:5]([NH:8][CH2:9][c:10]2[n:11][cH:12][c:13]([CH2:16][c:17]3[cH:18][nH:19][c:20]4[n:21][cH:22][cH:23][cH:24][c:25]34)[cH:14][cH:15]2)[cH:6][cH:7]1.